This data is from the Open Reaction Database (ORD), a public repository of structured organic reaction records. The task is: describe an organic reaction: reactants, conditions, products, and yield Starting materials: ClC1=CC=C2C(C3=C(N=CN=C3)C2=C1)C1=CC=C(C=C1)Cl (8-chloro-5-(4-chlorophenyl)-5H-indeno[1,2-d]pyrimidine), [Mn](=O)(=O)(=O)[O-].[K+] (potassium permanganate), [Mn](=O)(=O)(=O)[O-].[K+] (potassium permanganate). Run in CC(=O)C (acetone). Reaction conditions: time 8 hour. Product: ClC1=CC=C2C(C3=C(N=CN=C3)C2=C1)(O)C1=CC=C(C=C1)Cl (8-chloro-5-(4-chlorophenyl)-5H-indeno[1,2-d]pyrimidin-5-ol). Yield: 26.5%. RXN SMILES: [Cl:1][C:2]1[CH:14]=[C:13]2[C:5]([CH:6]([C:15]3[CH:20]=[CH:19][C:18]([Cl:21])=[CH:17][CH:16]=3)[C:7]3[CH:12]=[N:11][CH:10]=[N:9][C:8]=32)=[CH:4][CH:3]=1.[Mn]([O-])(=O)(=O)=[O:23].[K+]>CC(C)=O>[Cl:1][C:2]1[CH:14]=[C:13]2[C:5]([C:6]([C:15]3[CH:20]=[CH:19][C:18]([Cl:21])=[CH:17][CH:16]=3)([OH:23])[C:7]3[CH:12]=[N:11][CH:10]=[N:9][C:8]=32)=[CH:4][CH:3]=1 |f:1.2|. Procedure details: To a stirred solution of 11.0 g of 8-chloro-5-(4-chlorophenyl)-5H-indeno[1,2-d]pyrimidine in 300 ml of acetone were added 6.32 g of potassium permanganate. The mixture was stirred under a nitrogen atmosphere for 2 hours at which time an additional 6.32 g of potassium permanganate were added. The mixture was stirred overnight at room temperature, filtered, and the filtrate concentrated in vacuo. The residue was taken up in a mixture of ethyl acetate and a saturated sodium chloride solution. The l... Reactants: Oc1c(Cl)cc(OCC=C(Cl)Cl)cc1Cl, C1CCOC1, OCCCCc1ccccc1, c1ccc(P(c2ccccc2)c2ccccc2)cc1. Product: ClC(Cl)=CCOc1cc(Cl)c(OCCCCc2ccccc2)c(Cl)c1. RXN SMILES: [Cl:1][C:2](=[CH:3][CH2:4][O:5][c:6]1[cH:7][c:8]([Cl:14])[c:9]([OH:13])[c:10]([Cl:12])[cH:11]1)[Cl:15].[O:46]1[CH2:47][CH2:48][CH2:49][CH2:50]1.[c:16]1([CH2:22][CH2:23][CH2:24][CH2:25][OH:26])[cH:17][cH:18][cH:19][cH:20][cH:21]1.[c:27]1([P:28]([c:29]2[cH:30][cH:31][cH:32][cH:33][cH:34]2)[c:35]2[cH:36][cH:37][cH:38][cH:39][cH:40]2)[cH:41][cH:42][cH:43][cH:44][cH:45]1>>[Cl:1][C:2](=[CH:3][CH2:4][O:5][c:6]1[cH:7][c:8]([Cl:14])[c:9]([O:13][CH2:25][CH2:24][CH2:23][CH2:22][c:16]2[cH:17][cH:18][cH:19][cH:20][cH:21]2)[c:10]([Cl:12])[cH:11]1)[Cl:15]. The reactants are NC=1C(=C(C2=C(N(C(N(C2=O)C)=O)C)N1)C1=C(C=CC(=C1)Cl)Cl)CN (7-amino-6-aminomethyl-5-(2,5-dichloro-phenyl)-1,3-dimethyl-1H-pyrido[2,3-d]pyrimidine-2,4-dione), CC1=C(SC=C1)C=C(C#N)C#N (2-(3-methyl-thiophen-2-ylmethylene)-malononitrile). Product: NC=1C(=C(C2=C(N(C(N(C2=O)C)=O)C)N1)C=1SC=CC1C)CN (7-amino-6-aminomethyl-1,3-dimethyl-5-(3-methyl-thiophen-2-yl)-1H-pyrido[2,3-d]pyrimidine-2,4-dione). Isolated yield 17.1%. Reaction SMILES: [NH2:1][C:2]1[C:3]([CH2:24][NH2:25])=[C:4]([C:16]2C=C(Cl)C=CC=2Cl)[C:5]2[C:10](=[O:11])[N:9]([CH3:12])[C:8](=[O:13])[N:7]([CH3:14])[C:6]=2[N:15]=1.C[C:27]1[CH:31]=[CH:30][S:29][C:28]=1C=C(C#N)C#N>>[NH2:1][C:2]1[C:3]([CH2:24][NH2:25])=[C:4]([C:16]2[S:29][CH:28]=[CH:27][C:31]=2[CH3:30])[C:5]2[C:10](=[O:11])[N:9]([CH3:12])[C:8](=[O:13])[N:7]([CH3:14])[C:6]=2[N:15]=1. Reported procedure: The title compound was prepared using the procedures described in the preparation of Compound 8 (Example 7). The only difference was that after the synthesis of 2-(3-methyl-thiophen-2-ylmethylene)-malononitrile, the reaction was carried onto the next step without further work-up or purification, and propanol was used instead of ethanol. Furthermore, after the hydrogenation using BH3.THF, the reaction mixture was concentrated. An ample amount of MeOH was added until there was no more bubbling. Th... RXN SMILES: [Si:1]([O:8][CH2:9][CH2:10][NH:11][CH2:12][C:13]1[CH:18]=[CH:17][N:16]=[C:15]([C:19]2[CH:24]=[C:23]([O:25][CH3:26])[C:22]([O:27][CH3:28])=[C:21]([O:29][CH3:30])[CH:20]=2)[CH:14]=1)([C:4]([CH3:7])([CH3:6])[CH3:5])([CH3:3])[CH3:2].[CH:31]1[C:43]2[CH:42]([CH2:44][O:45][C:46]([NH:48][C@H:49]([C:51](O)=[O:52])[CH3:50])=[O:47])[C:41]3[C:36](=[CH:37][CH:38]=[CH:39][CH:40]=3)[C:35]=2[CH:34]=[CH:33][CH:32]=1>>[Si:1]([O:8][CH2:9][CH2:10][N:11]([CH2:12][C:13]1[CH:18]=[CH:17][N:16]=[C:15]([C:19]2[CH:20]=[C:21]([O:29][CH3:30])[C:22]([O:27][CH3:28])=[C:23]([O:25][CH3:26])[CH:24]=2)[CH:14]=1)[C:51](=[O:52])[C@H:49]([CH3:50])[NH:48][C:46]([O:45][CH2:44][CH:42]1[C:41]2[CH:40]=[CH:39][CH:38]=[CH:37][C:36]=2[C:35]2[C:43]1=[CH:31][CH:32]=[CH:33][CH:34]=2)=[O:47])([C:4]([CH3:7])([CH3:6])[CH3:5])([CH3:2])[CH3:3]. Yields the product [Si](C)(C)(C(C)(C)C)OCCN(C([C@@H](NC(=O)OCC1C2=CC=CC=C2C=2C=CC=CC12)C)=O)CC1=CC(=NC=C1)C1=CC(=C(C(=C1)OC)OC)OC (N-[2-(tert-butyldimethylsilyloxy)ethyl]-N-[[2-(3,4,5-trimethoxyphenyl)pyridin-4-yl]methyl]-Nα-(9-fluorenylmethoxycarbonyl)-L-alanine amide). Starting materials: [Si](C)(C)(C(C)(C)C)OCCNCC1=CC(=NC=C1)C1=CC(=C(C(=C1)OC)OC)OC (N-[2-(tert-Butyldimethylsilyloxy)ethyl]-N-[[2-(3,4,5-trimethoxyphenyl)pyridin-4-yl]methyl]amine), C1=CC=CC=2C3=CC=CC=C3C(C12)COC(=O)N[C@@H](C)C(=O)O (N-(9-fluorenylmethoxycarbonyl)-L-alanine). Procedure: N-[2-(tert-Butyldimethylsilyloxy)ethyl]-N-[[2-(3,4,5-trimethoxyphenyl)pyridin-4-yl]methyl]amine (756 mg) and N-(9-fluorenylmethoxycarbonyl)-L-alanine (544 mg) were treated in the same manner as in Preparation Example 9 to obtain the title compound. Since this compound was unable to be isolated from impurities, it was used in the next reaction without purifying it as it is. The reactants are ClCCl, Cc1cc(NS(=O)(=O)c2ccc(-c3ccc(F)cc3)nc2)ccc1CN1CCN(C(=O)OC(C)(C)C)C(C)C1, O=C(O)C(F)(F)F. Product: Cc1cc(NS(=O)(=O)c2ccc(-c3ccc(F)cc3)nc2)ccc1CN1CCNC(C)C1. RXN SMILES: [Cl:47][CH2:48][Cl:49].[F:1][c:2]1[cH:3][cH:4][c:5](-[c:8]2[cH:9][cH:10][c:11]([S:14](=[O:15])(=[O:16])[NH:17][c:18]3[cH:19][c:20]([CH3:39])[c:21]([CH2:24][N:25]4[CH2:26][CH:27]([CH3:38])[N:28]([C:31]([O:32][C:33]([CH3:34])([CH3:35])[CH3:36])=[O:37])[CH2:29][CH2:30]4)[cH:22][cH:23]3)[cH:12][n:13]2)[cH:6][cH:7]1.[F:40][C:41]([F:42])([F:43])[C:44]([OH:45])=[O:46]>>[F:1][c:2]1[cH:3][cH:4][c:5](-[c:8]2[cH:9][cH:10][c:11]([S:14](=[O:15])(=[O:16])[NH:17][c:18]3[cH:19][c:20]([CH3:39])[c:21]([CH2:24][N:25]4[CH2:26][CH:27]([CH3:38])[NH:28][CH2:29][CH2:30]4)[cH:22][cH:23]3)[cH:12][n:13]2)[cH:6][cH:7]1. The reactants are NC1=CC=C(C=C)C=C1 (p-aminostyrene), C1(=CC(=CC=C1)N=C=O)C (m-tolyl isocyanate). The solvent is C(Cl)(Cl)Cl (chloroform), C(Cl)(Cl)Cl (Chloroform). Yields the product C=CC1=CC=CC=C1.C1(=CC(=CC=C1)NC(=O)N)C (m-Tolyl Urea Styrene). As a reaction SMILES: [NH2:1][C:2]1[CH:9]=[CH:8][C:5]([CH:6]=[CH2:7])=[CH:4][CH:3]=1.[C:10]1([CH3:19])[CH:15]=[CH:14][CH:13]=[C:12]([N:16]=[C:17]=[O:18])[CH:11]=1>C(Cl)(Cl)Cl>[CH2:7]=[CH:6][C:5]1[CH:8]=[CH:9][CH:2]=[CH:3][CH:4]=1.[C:10]1([CH3:19])[CH:15]=[CH:14][CH:13]=[C:12]([NH:16][C:17]([NH2:1])=[O:18])[CH:11]=1 |f:3.4|. Procedure: 1.00 g (8.40 mmol) of p-aminostyrene (99% Tokyo Kasei) was added to a 250 ml round bottom flask containing 10 ml of chloroform. After ten minutes of mixing, 1.12 g (8.41 mmol) of m-tolyl isocyanate (99% Aldrich) was added dropwise. Within seconds, a white, pinkish precipitate formed. Chloroform (20 ml) was added to aid stirring. The precipitate was filtered to remove the reaction liquid, then washed with 20 ml of chloroform resulting in a white powder (166 g, 78% crude yield, mp=203° C.).